From a dataset of the Open Reaction Database (ORD), a public repository of structured organic reaction records. describe an organic reaction: reactants, conditions, products, and yield The reactants are COC(=O)C=1C=C2C(C=C(OC2=CC1)C1=CC=2N(C=N1)C=CC2)=NOC(C)(C)C (4-(tert-Butoxyimino)-2-pyrrolo[1,2-c]pyrimidin-3-yl-4H-chromene-6-carboxylic acid methyl ester), O.[OH-].[Li+] (lithium hydroxide monohydrate). The solvent is O1CCCC1.CO.O (tetrahydrofuran methanol water). Reaction conditions: temperature 60 celsius. The product is C(C)(C)(C)ON=C1C=C(OC2=CC=C(C=C12)C(=O)O)C1=CC=2N(C=N1)C=CC2 (4-(tert-Butoxyimino)-2-pyrrolo[1,2-c]pyrimidin-3-yl-4H-chromene-6-carboxylic acid). Yield: 83.2%. RXN SMILES: C[O:2][C:3]([C:5]1[CH:6]=[C:7]2[C:12](=[CH:13][CH:14]=1)[O:11][C:10]([C:15]1[N:20]=[CH:19][N:18]3[CH:21]=[CH:22][CH:23]=[C:17]3[CH:16]=1)=[CH:9][C:8]2=[N:24][O:25][C:26]([CH3:29])([CH3:28])[CH3:27])=[O:4].O.[OH-].[Li+]>O1CCCC1.CO.O>[C:26]([O:25][N:24]=[C:8]1[C:7]2[C:12](=[CH:13][CH:14]=[C:5]([C:3]([OH:4])=[O:2])[CH:6]=2)[O:11][C:10]([C:15]2[N:20]=[CH:19][N:18]3[CH:21]=[CH:22][CH:23]=[C:17]3[CH:16]=2)=[CH:9]1)([CH3:29])([CH3:27])[CH3:28] |f:1.2.3,4.5.6|. Procedure: A suspension of 4-(tert-Butoxyimino)-2-pyrrolo[1,2-c]pyrimidin-3-yl-4H-chromene-6-carboxylic acid methyl ester (example 115B) (170 mg, 0.43 mmol) in a mixture of tetrahydrofuran/methanol/water (2.0 ml/0.5 ml/0.5 ml) was treated with lithium hydroxide monohydrate (55 mg, 1.29 mmol) and heated at 60° C. for 2 hours. The solvents were removed and the residue was diluted with water, neutralized to pH 5-6 with a 1N solution of hydrochloric acid and extracted with ethyl acetate. The combined organic e... The reactants are ClC1=CC=C(C=C1)C(C1=CC=C(C=C1)NC=C1C(OC(OC1=O)(C)C)=O)C=1SC=CN1 (5-(((4-((4-Chlorophenyl)(thiazol-2-yl)methyl)phenyl)amino)methylene)-2,2-dimethyl-1,3-dioxane-4,6-dione), C1=CC=C(C=C1)C2=CC=CC=C2.C1=CC=C(C=C1)OC2=CC=CC=C2 (DOWTHERM). Run in CCCCCCC (heptane). Yields the product ClC1=CC=C(C=C1)C(C=1C=C2C(=CC=NC2=CC1)O)C=1SC=CN1 (6-((4-chlorophenyl)(thiazol-2-yl)methyl)quinolin-4-ol). RXN SMILES: [Cl:1][C:2]1[CH:7]=[CH:6][C:5]([CH:8]([C:27]2[S:28][CH:29]=[CH:30][N:31]=2)[C:9]2[CH:14]=[CH:13][C:12]([NH:15][CH:16]=[C:17]3C(=O)OC(C)(C)[O:19][C:18]3=O)=[CH:11][CH:10]=2)=[CH:4][CH:3]=1.C1C=CC(C2C=CC=CC=2)=CC=1.C1C=CC(OC2C=CC=CC=2)=CC=1>CCCCCCC>[Cl:1][C:2]1[CH:3]=[CH:4][C:5]([CH:8]([C:27]2[S:28][CH:29]=[CH:30][N:31]=2)[C:9]2[CH:14]=[C:13]3[C:12](=[CH:11][CH:10]=2)[N:15]=[CH:16][CH:17]=[C:18]3[OH:19])=[CH:6][CH:7]=1 |f:1.2|. Procedure: 5-(((4-((4-Chlorophenyl)(thiazol-2-yl)methyl)phenyl)amino)methylene)-2,2-dimethyl-1,3-dioxane-4,6-dione (1.8 g, 3.957 mmol) was added as a solid portionwise over 3-4 minutes to DOWTHERM (75 mL) at 220° C. The resulting mixture was heated for 20 minutes, cooled to room temperature, and treated with excess heptane (30 mL) with stirring. After allowing the solid to settle, the supernatant was decanted and the process repeated 3 times. After concentrating to remove heptane, the residue was purified ...